Dataset: the Open Reaction Database (ORD), a public repository of structured organic reaction records. Task: describe an organic reaction: reactants, conditions, products, and yield Starting materials: C(C)OC(C1=C(C=CC(=C1)CN(CC=1N(C=CN1)C)CC=1NC=CN1)CN(C)CCCCN(CCC)CCC)=O (2-{[(4-dipropylamino-butyl)-methyl-amino]-methyl}-5-{[(1H-imidazol-2-ylmethyl)-(1-methyl-1H-imidazol-2-ylmethyl)-amino]-methyl}-benzoic acid ethyl ester), Cl (hydrochloric acid). Solvent: O (water). Reaction conditions: temperature 80 celsius, time 19 hour. Product: C(CC)N(CCCCN(C)CC1=C(C(=O)O)C=C(C=C1)CN(CC=1N(C=CN1)C)CC=1NC=CN1)CCC (2-{[(4-dipropylamino-butyl)-methyl-amino]-methyl}-5-{[(1H-imidazol-2-ylmethyl)-(1-methyl-1H-imidazol-2-ylmethyl)-amino]-methyl}-benzoic acid). Yield: 127.5%. Reaction SMILES: C([O:3][C:4](=[O:40])[C:5]1[CH:10]=[C:9]([CH2:11][N:12]([CH2:20][C:21]2[NH:22][CH:23]=[CH:24][N:25]=2)[CH2:13][C:14]2[N:15]([CH3:19])[CH:16]=[CH:17][N:18]=2)[CH:8]=[CH:7][C:6]=1[CH2:26][N:27]([CH2:29][CH2:30][CH2:31][CH2:32][N:33]([CH2:37][CH2:38][CH3:39])[CH2:34][CH2:35][CH3:36])[CH3:28])C.Cl>O>[CH2:37]([N:33]([CH2:34][CH2:35][CH3:36])[CH2:32][CH2:31][CH2:30][CH2:29][N:27]([CH2:26][C:6]1[CH:7]=[CH:8][C:9]([CH2:11][N:12]([CH2:20][C:21]2[NH:22][CH:23]=[CH:24][N:25]=2)[CH2:13][C:14]2[N:15]([CH3:19])[CH:16]=[CH:17][N:18]=2)=[CH:10][C:5]=1[C:4]([OH:40])=[O:3])[CH3:28])[CH2:38][CH3:39]. Reported procedure: The compound (5.7 mg) obtained in Example 102-5 was suspended in distilled water (30 μl). The reaction solution was added with concentrated hydrochloric acid (100 μl) and the whole was stirred at 80° C. for 19 hours. After having been cooled to room temperature, the reaction solution was concentrated under reduced pressure, thereby obtaining the subject compound (6.9 mg) as a white solid. Starting materials: C(C)(=O)N1[C@@H](C(N(C2=C(C(C[C@H]1C(=O)[O-])=O)C=CC=C2)CC2=C(C=CC=C2)Cl)=O)CC21CC3CC(CC(C2)C3)C1 ((3R,5S)-4-acetyl-3-(1-adamantyl)methyl-1-(2-chlorobenzyl)-2,7-dioxo-2,3,4,5,6,7-hexahydro-1H-1,4-benzodiazonine-5-carboxylate), C(C)(=O)N1[C@@H](C(N(C2=C(C(C[C@H]1C(=O)[O-])=O)C=CC=C2)CC2=CC=CC=C2)=O)CC21CC3CC(CC(C2)C3)C1 ((3R,5S)-4-acetyl-3-(1-adamantyl)methyl-1-benzyl-2,7-dioxo-2,3,4,5,6,7-hexahydro-1H-1,4-benzodiazonine-5-carboxylate). Product: C(C)(=O)N1[C@@H](C(N(C2=C(C(C[C@H]1C(=O)NCC(=O)O)=O)C=CC=C2)CC2=C(C=CC=C2)Cl)=O)CC21CC3CC(CC(C2)C3)C1 ((3R,5S)-4-acetyl-3-(1-adamantyl)methyl-1-(2-chlorobenzyl)-5-carboxymethylaminocarbonyl-2,7-dioxo-2,3,4,5,6,7-hexahydro-1H-1,4-benzodiazonine). Reaction SMILES: [C:1]([N:4]1[C@H:12]([C:13]([O-:15])=O)[CH2:11][C:10](=[O:16])[C:9]2[CH:17]=[CH:18][CH:19]=[CH:20][C:8]=2[N:7]([CH2:21][C:22]2[CH:27]=[CH:26][CH:25]=[CH:24][C:23]=2[Cl:28])[C:6](=[O:29])[C@H:5]1[CH2:30][C:31]12[CH2:40][CH:35]3[CH2:36][CH:37]([CH2:39][CH:33]([CH2:34]3)[CH2:32]1)[CH2:38]2)(=[O:3])[CH3:2].C([N:44]1[C@H:52]([C:53]([O-:55])=[O:54])CC(=O)C2C=CC=CC=2N(CC2C=CC=CC=2)C(=O)[C@H]1CC12CC3CC(CC(C3)C1)C2)(=O)C>>[C:1]([N:4]1[C@H:12]([C:13]([NH:44][CH2:52][C:53]([OH:55])=[O:54])=[O:15])[CH2:11][C:10](=[O:16])[C:9]2[CH:17]=[CH:18][CH:19]=[CH:20][C:8]=2[N:7]([CH2:21][C:22]2[CH:27]=[CH:26][CH:25]=[CH:24][C:23]=2[Cl:28])[C:6](=[O:29])[C@H:5]1[CH2:30][C:31]12[CH2:40][CH:35]3[CH2:36][CH:37]([CH2:39][CH:33]([CH2:34]3)[CH2:32]1)[CH2:38]2)(=[O:3])[CH3:2]. Procedure details: The compound was prepared by an identical route to that used to prepare example 22 except that (3R,5S)-4-acetyl-3-(1-adamantyl)methyl-1-(2-chlorobenzyl)-2,7-dioxo-2,3,4,5,6,7-hexahydro-1H-1,4-benzodiazonine-5-carboxylate was used in step a in place of (3R,5S)-4-acetyl-3-(1-adamantyl)methyl-1-benzyl-2,7-dioxo-2,3,4,5,6,7-hexahydro-1H-1,4-benzodiazonine-5-carboxylate Starting materials: ClC1=C(C(=O)OC(C)C)C=C(C(=C1)F)NC(=O)N (isopropyl 2-chloro-4-fluoro-5-ureidobenzoate), CCOC(=O)C1CCCC1=O (ethyl cyclopentanone-2-carboxylate). Yields the product ClC1=C(C(=O)OC(C)C)C=C(C(=C1)F)NC(=O)NC1=C(CCC1)C(=O)OCC (isopropyl 2-chloro-4-fluoro-5-{3-[2-(ethoxycarbonyl)-1-cyclopenten-1-yl]ureido}-benzoate). RXN SMILES: [Cl:1][C:2]1[CH:13]=[C:12]([F:14])[C:11]([NH:15][C:16]([NH2:18])=[O:17])=[CH:10][C:3]=1[C:4]([O:6][CH:7]([CH3:9])[CH3:8])=[O:5].[CH3:19][CH2:20][O:21][C:22]([CH:24]1[C:28](=O)[CH2:27][CH2:26][CH2:25]1)=[O:23]>>[Cl:1][C:2]1[CH:13]=[C:12]([F:14])[C:11]([NH:15][C:16]([NH:18][C:25]2[CH2:26][CH2:27][CH2:28][C:24]=2[C:22]([O:21][CH2:20][CH3:19])=[O:23])=[O:17])=[CH:10][C:3]=1[C:4]([O:6][CH:7]([CH3:9])[CH3:8])=[O:5]. Procedure: using isopropyl 2-chloro-4-fluoro-5-ureidobenzoate and ethyl cyclopentanone-2-carboxylate there is obtained isopropyl 2-chloro-4-fluoro-5-{3-[2-(ethoxycarbonyl)-1-cyclopenten-1-yl]ureido}-benzoate, m.p. 146°-149° C., The reactants are C(C)OC(=O)C=1C(=C(NC1CCCOS(=O)(=O)C)C(=O)OC(C)(C)C)C (5-(3-methanesulfonyloxy-propyl)-3-methyl-1H-pyrrole-2,4-dicarboxylic acid 2-tert-butyl ester 4-ethyl ester), NCC(CN1CCOCC1)O (1-amino-3-morpholin-4-yl-propan-2-ol). Run in ClCCl (dichloromethane), [Cl-].[Na+].O (brine), ClCCl (dichloromethane). Run at temperature 45 celsius. Product: C(C)OC(=O)C=1C(=C(NC1CCCNCC(CN1CCOCC1)O)C(=O)OC(C)(C)C)C (5-[3-(2-hydroxy-3-morpholin-4-yl-propylamino)-propyl]-3-methyl-1H-pyrrole-2,4-dicarboxylic acid 2-tert-butyl ester 4-ethyl ester). Yield: 45.6%. Reaction SMILES: [CH2:1]([O:3][C:4]([C:6]1[C:7]([CH3:26])=[C:8]([C:19]([O:21][C:22]([CH3:25])([CH3:24])[CH3:23])=[O:20])[NH:9][C:10]=1[CH2:11][CH2:12][CH2:13]OS(C)(=O)=O)=[O:5])[CH3:2].[NH2:27][CH2:28][CH:29]([OH:37])[CH2:30][N:31]1[CH2:36][CH2:35][O:34][CH2:33][CH2:32]1>ClCCl.[Cl-].[Na+].O>[CH2:1]([O:3][C:4]([C:6]1[C:7]([CH3:26])=[C:8]([C:19]([O:21][C:22]([CH3:25])([CH3:24])[CH3:23])=[O:20])[NH:9][C:10]=1[CH2:11][CH2:12][CH2:13][NH:27][CH2:28][CH:29]([OH:37])[CH2:30][N:31]1[CH2:32][CH2:33][O:34][CH2:35][CH2:36]1)=[O:5])[CH3:2] |f:3.4.5|. Procedure details: 5-(3-methanesulfonyloxy-propyl)-3-methyl-1H-pyrrole-2,4-dicarboxylic acid 2-tert-butyl ester 4-ethyl ester 1g (1.13 g, 2.9 mmol) was dissolved in 5.6 ml of dichloromethane under stirring, and 1-amino-3-morpholin-4-yl-propan-2-ol 53c (0.93 g, 5.8 mmol) was added to the solution at room temperature. Upon completion of the addition, the reaction mixture was stirred at room temperature overnight and heated for 14 hours at 45° C. in an oil bath. After thin lay chromatography showed the disappearance ... Starting materials: BrC1=CC(=C(\C=N\[S@](=O)C(C)(C)C)C=C1F)F ((R,E)-N-(4-bromo-2,5-difluorobenzylidene)-2-methylpropane-2-sulfinamide), water ice, C[Mg]Br (methyl magnesium bromide), CCOC(=O)C.CCCCCCC (EtOAc Heptane). Solvent: C(Cl)Cl (CH2Cl2), CCOCC (Et2O). Conditions: temperature 0 celsius, time 5 hour. Product: BrC1=CC(=C(C=C1F)[C@H](C)N[S@](=O)C(C)(C)C)F ((R)—N—((S)-1-(4-bromo-2,5-difluorophenyl)ethyl)-2-methylpropane-2-sulfinamide). The yield is 91.0%. As a reaction SMILES: [Br:1][C:2]1[C:15]([F:16])=[CH:14][C:5](/[CH:6]=[N:7]/[S@@:8]([C:10]([CH3:13])([CH3:12])[CH3:11])=[O:9])=[C:4]([F:17])[CH:3]=1.[CH3:18][Mg]Br.CCOC(C)=O.CCCCCCC>C(Cl)Cl.CCOCC>[Br:1][C:2]1[C:15]([F:16])=[CH:14][C:5]([C@@H:6]([NH:7][S@@:8]([C:10]([CH3:13])([CH3:12])[CH3:11])=[O:9])[CH3:18])=[C:4]([F:17])[CH:3]=1 |f:2.3|. Procedure: To a solution of (R,E)-N-(4-bromo-2,5-difluorobenzylidene)-2-methylpropane-2-sulfinamide (7.2 g, 22.2 mmol in CH2Cl2 (200 mL) cooled to 0° C. (water/ice bath) under nitrogen, was added 3M methyl magnesium bromide (29.6 mL, 89 mmol) in Et2O. Reaction mixture allowed to stir for 5 hours at 0° C. then quenched with the slow addition of a saturated solution of NH4Cl. Aqueous mixture adjusted to pH 8 with HCl (1 N) and extracted with DCM. Organic phases combined, washed with water, brine, dried (Na2S...